Dataset: the Open Reaction Database (ORD), a public repository of structured organic reaction records. Task: describe an organic reaction: reactants, conditions, products, and yield Reactants: [N+](=O)(O)[O-] (HNO3), C(C)(CCC)OC1=C(C=CC=C1)OC(C)CCC (o-di(sec-amyloxy)benzene). Run in O (H2O). Conditions: time 60 minute. Product: C(C)(CCC)OC=1C=C(C=CC1OC(C)CCC)[N+](=O)[O-] (3,4-di(sec-amyloxy)nitrobenzene). Reaction SMILES: [N+:1]([O-:4])(O)=[O:2].[CH:5]([O:10][C:11]1[CH:16]=[CH:15][CH:14]=[CH:13][C:12]=1[O:17][CH:18]([CH2:20][CH2:21][CH3:22])[CH3:19])([CH2:7][CH2:8][CH3:9])[CH3:6]>O>[CH:18]([O:17][C:12]1[CH:13]=[C:14]([N+:1]([O-:4])=[O:2])[CH:15]=[CH:16][C:11]=1[O:10][CH:5]([CH2:7][CH2:8][CH3:9])[CH3:6])([CH2:20][CH2:21][CH3:22])[CH3:19]. Procedure details: To a mixture of 300 ml. of conc. HNO3 and 300 ml. of H2O was added dropwise 80 g. (0.32 m.) of o-di(sec-amyloxy)benzene (part A) while maintaining a temperature of 10°C. Stirring was continued for an additional 60 minutes at 10°C, then the solution was poured into 2000 ml. addition was poured into 2000 ml. of ice. The aqueous layer was decanted, and the red oil was dissolved in benzene, dried over anhydrous MgSO4 and concentrated to dryness in vacuo. A chromatographic column 32 inches long with ... Starting materials: CC(=O)O, CCOC(=O)C1=C(C)NC(C)=C(C(=O)OCC)C1c1cccc([N+](=O)[O-])c1, C=CCOCCl, [H-], [Na+], C1CCOC1. Product: C=CCOCN1C(C)=C(C(=O)OCC)C(c2cccc([N+](=O)[O-])c2)C(C(=O)OCC)=C1C. Reaction SMILES: [CH3:41][C:42](=[O:43])[OH:44].[CH3:6][C:7]1=[C:12]([C:13](=[O:14])[O:15][CH2:16][CH3:17])[CH:11]([c:18]2[cH:19][c:20]([N+:24](=[O:25])[O-:26])[cH:21][cH:22][cH:23]2)[C:10]([C:27](=[O:28])[O:29][CH2:30][CH3:31])=[C:9]([CH3:32])[NH:8]1.[Cl:35][CH2:36][O:37][CH2:38][CH:39]=[CH2:40].[H-:33].[Na+:34].[O:1]1[CH2:2][CH2:3][CH2:4][CH2:5]1>>[O:1]([CH2:2][CH:3]=[CH2:4])[CH2:5][N:8]1[C:7]([CH3:6])=[C:12]([C:13](=[O:14])[O:15][CH2:16][CH3:17])[CH:11]([c:18]2[cH:19][c:20]([N+:24](=[O:25])[O-:26])[cH:21][cH:22][cH:23]2)[C:10]([C:27](=[O:28])[O:29][CH2:30][CH3:31])=[C:9]1[CH3:32]. Reactants: Dibenzyl ester, C(C1=CC=CC=C1)(C1=CC=CC=C1)(C1=CC=CC=C1)N[C@@H](C(C)C)C(=O)OCC(CCCC(=O)OC(COC1=C2C(C=C(OC2=CC=C1)C(=O)O)=O)COC1=C2C(C=C(OC2=CC=C1)C(=O)O)=O)COC(CCCCCCCCCCCCCCCCC)=O (2-[5-(N-trityl-L-valyloxymethyl)-6-stearoyloxyhexanoyloxy]-1,3-bis-(2-carboxychromon-5-yloxy)propane), C(C)(=O)O (acetic acid). Solvent: C(C)(=O)OCC (ethyl acetate). Run at time 2 hour. The product is N[C@@H](C(C)C)C(=O)OCC(CCCC(=O)OC(COC1=C2C(C=C(OC2=CC=C1)C(=O)O)=O)COC1=C2C(C=C(OC2=CC=C1)C(=O)O)=O)COC(CCCCCCCCCCCCCCCCC)=O (2-(5-(L-valyloxymethyl)-6-stearoyloxyhexanoyloxy]-1,3-bis-(2-carboxychromon-5-yloxy)propane). RXN SMILES: C([NH:20][C@H:21]([C:25]([O:27][CH2:28][CH:29]([CH2:69][O:70][C:71](=[O:89])[CH2:72][CH2:73][CH2:74][CH2:75][CH2:76][CH2:77][CH2:78][CH2:79][CH2:80][CH2:81][CH2:82][CH2:83][CH2:84][CH2:85][CH2:86][CH2:87][CH3:88])[CH2:30][CH2:31][CH2:32][C:33]([O:35][CH:36]([CH2:53][O:54][C:55]1[CH:64]=[CH:63][CH:62]=[C:61]2[C:56]=1[C:57](=[O:68])[CH:58]=[C:59]([C:65]([OH:67])=[O:66])[O:60]2)[CH2:37][O:38][C:39]1[CH:48]=[CH:47][CH:46]=[C:45]2[C:40]=1[C:41](=[O:52])[CH:42]=[C:43]([C:49]([OH:51])=[O:50])[O:44]2)=[O:34])=[O:26])[CH:22]([CH3:24])[CH3:23])(C1C=CC=CC=1)(C1C=CC=CC=1)C1C=CC=CC=1.C(O)(=O)C>C(OCC)(=O)C>[NH2:20][C@H:21]([C:25]([O:27][CH2:28][CH:29]([CH2:69][O:70][C:71](=[O:89])[CH2:72][CH2:73][CH2:74][CH2:75][CH2:76][CH2:77][CH2:78][CH2:79][CH2:80][CH2:81][CH2:82][CH2:83][CH2:84][CH2:85][CH2:86][CH2:87][CH3:88])[CH2:30][CH2:31][CH2:32][C:33]([O:35][CH:36]([CH2:37][O:38][C:39]1[CH:48]=[CH:47][CH:46]=[C:45]2[C:40]=1[C:41](=[O:52])[CH:42]=[C:43]([C:49]([OH:51])=[O:50])[O:44]2)[CH2:53][O:54][C:55]1[CH:64]=[CH:63][CH:62]=[C:61]2[C:56]=1[C:57](=[O:68])[CH:58]=[C:59]([C:65]([OH:67])=[O:66])[O:60]2)=[O:34])=[O:26])[CH:22]([CH3:24])[CH3:23]. Reported procedure: Dibenzyl ester of 2-[5-(N-trityl-L-valyloxymethyl)-6-stearoyloxyhexanoyloxy]-1,3-bis-(2-carboxychromon-5-yloxy)propane (238 mg, (0.17 mmol) was dissolved in ethyl acetate (1.5 ml). To the solution was added 80% acetic acid (10 ml). After two hr, the solution was evaporated and purified by column chromatography to yield 197 mg of 2-(5-(L-valyloxymethyl)-6-stearoyloxyhexanoyloxy]-1,3-bis-(2-carboxychromon-5-yloxy)propane. Procedure details: 2-methyl-2-(4-(4,4,5,5-tetramethyl-1,3,2-dioxaborolan-2-yl)phenyl)propanoic acid (example 20d) (10 g, 34.46 mmol), EDC (7.26 g, 37.91 mmol) and HOBt (5.12 g, 37.91 mmol) were mixed in DCM (350 mL) and stirred for 5 minutes then 2-methylpropan-1-amine (3.6 mL, 36.19 mmol) was added. The reaction mixture was stirred at room temperature overnight then diluted with dichloromethane and washed successively with aq. HCl (0.5N), water, aq. NaHCO3, water and brine, dried over MgSO4, filtered and evaporat... Yield: 99.2%. RXN SMILES: [CH3:1][C:2]([C:7]1[CH:12]=[CH:11][C:10]([B:13]2[O:17][C:16]([CH3:19])([CH3:18])[C:15]([CH3:21])([CH3:20])[O:14]2)=[CH:9][CH:8]=1)([CH3:6])[C:3](O)=[O:4].C(Cl)CCl.C1C=CC2N(O)N=NC=2C=1.[CH3:36][CH:37]([CH3:40])[CH2:38][NH2:39]>C(Cl)Cl>[CH2:38]([NH:39][C:3](=[O:4])[C:2]([CH3:6])([C:7]1[CH:8]=[CH:9][C:10]([B:13]2[O:14][C:15]([CH3:20])([CH3:21])[C:16]([CH3:18])([CH3:19])[O:17]2)=[CH:11][CH:12]=1)[CH3:1])[CH:37]([CH3:40])[CH3:36]. Solvent: C(Cl)Cl (DCM), ClCCl (dichloromethane). The reactants are CC(CN)C (2-methylpropan-1-amine), CC(C(=O)O)(C)C1=CC=C(C=C1)B1OC(C(O1)(C)C)(C)C (2-methyl-2-(4-(4,4,5,5-tetramethyl-1,3,2-dioxaborolan-2-yl)phenyl)propanoic acid), C(CCl)Cl (EDC), C=1C=CC2=C(C1)N=NN2O (HOBt). Run at time 5 minute. Product: C(C(C)C)NC(C(C)(C1=CC=C(C=C1)B1OC(C(O1)(C)C)(C)C)C)=O (N-isobutyl-2-methyl-2-(4-(4,4,5,5-tetramethyl-1,3,2-dioxaborolan-2-yl)phenyl)propanamide).